From a dataset of the Open Reaction Database (ORD), a public repository of structured organic reaction records. describe an organic reaction: reactants, conditions, products, and yield The reactants are CC(=O)O, CCOC(C)=O, [Fe], O=[N+]([O-])c1ccc2c(cnn2Cc2cccc(F)c2)c1. The product is Nc1ccc2c(cnn2Cc2cccc(F)c2)c1. RXN SMILES: [CH3:21][C:22](=[O:23])[OH:24].[CH3:25][CH2:26][O:27][C:28]([CH3:29])=[O:30].[Fe:31].[N+:1]([O-:2])(=[O:3])[c:4]1[cH:5][c:6]2[cH:7][n:8][n:9]([CH2:13][c:14]3[cH:15][c:16]([F:20])[cH:17][cH:18][cH:19]3)[c:10]2[cH:11][cH:12]1>>[NH2:1][c:4]1[cH:5][c:6]2[cH:7][n:8][n:9]([CH2:13][c:14]3[cH:15][c:16]([F:20])[cH:17][cH:18][cH:19]3)[c:10]2[cH:11][cH:12]1. As a reaction SMILES: [CH3:1][O:2][C:3]1[CH:4]=[C:5]([C:11]2[C@H:20]3[C@H:15]([CH2:16][CH2:17][CH2:18][CH2:19]3)[C:14](=[O:21])[NH:13][N:12]=2)[CH:6]=[CH:7][C:8]=1[O:9][CH3:10].[CH2:22]([O-:24])C.[Na+].Br[CH:27](OC)[C:28]([C:30]1[CH:35]=[CH:34][CH:33]=[CH:32][CH:31]=1)=[O:29]>CN(C)C=O>[CH3:1][O:2][C:3]1[CH:4]=[C:5]([C:11]2[C@H:20]3[C@H:15]([CH2:16][CH2:17][CH2:18][CH2:19]3)[C:14](=[O:21])[N:13]([CH2:27][C:28]([C:30]3[CH:31]=[CH:32][CH:33]=[CH:34][C:35]=3[O:24][CH3:22])=[O:29])[N:12]=2)[CH:6]=[CH:7][C:8]=1[O:9][CH3:10] |f:1.2|. Yields the product COC=1C=C(C=CC1OC)C1=NN(C([C@H]2CCCC[C@@H]12)=O)CC(=O)C1=C(C=CC=C1)OC ((cis)-4-(3,4-Dimethoxyphenyl)-2-(2-(2-methoxyphenyl)-2-oxoethyl)-4a,5,6,7,8,8a-hexahydro-2H-phthalazin-1-one). Solvent: CN(C=O)C (dimethylformamide), CN(C=O)C (dimethylformamide). Reactants: BrC(C(=O)C1=CC=CC=C1)OC (ω-bromo-2-methoxyacetophenone), COC=1C=C(C=CC1OC)C1=NNC([C@H]2CCCC[C@@H]12)=O ((cis)-4-(3,4-Dimethoxyphenyl)-4a,5,6,7,8,8a-hexahydro-2H-phthalazin-1-one), C(C)[O-].[Na+] (sodium ethanolate), BrC(C(=O)C1=CC=CC=C1)OC (ω-bromo-2-methoxyacetophenone), C(C)[O-].[Na+] (sodium ethanolate). Reported procedure: A mixture of 2 g of compound 1 and 1 eq sodium ethanolate in 30 ml of dimethylformamide was added to a solution of 2 g of ω-bromo-2-methoxyacetophenone in dimethylformamide. After 30 min small portions of additional ω-bromo-2-methoxyacetophenone (total 5 gram) and sodium ethanolate were added during 2 hours. Subsequently the reaction mixture was evaporated and the residue partitioned between water and ethyl acetate. The organic layer was dried over magnesium sulfate and evaporated. The residue w... The reactants are FC1=C(C=CC=C1)C1=C(C=C(C=C1)C(=O)OC)COC (methyl 2′-fluoro-2-(methoxymethyl)biphenyl-4-carboxylate), CO (MeOH), O (water), O.[OH-].[Li+] (lithium hydroxide monohydrate). Run in C1CCOC1 (THF). Procedure details: To a solution of methyl 2′-fluoro-2-(methoxymethyl)biphenyl-4-carboxylate (12 g, 43.7 mmol) in a mixture of THF (50 ml), MeOH (50 ml) and water (25 ml) was added lithium hydroxide monohydrate (5.50 g, 131.2 mmol) in portions. After 12 hours at RT, the reaction mixture was concentrated and the aqueous residual layer was acidified with a concentrated aqueous solution of HCl, and then extracted with EtOAc. The organic layers were washed with water and brine, combined, dried (Na2SO4) and concentrate... Product: FC1=C(C=CC=C1)C1=C(C=C(C=C1)C(=O)O)COC (2′-fluoro-2-(methoxymethyl)biphenyl-4-carboxylic acid). Yield: 92.3%. Run at time 12 hour. RXN SMILES: [F:1][C:2]1[CH:7]=[CH:6][CH:5]=[CH:4][C:3]=1[C:8]1[CH:13]=[CH:12][C:11]([C:14]([O:16]C)=[O:15])=[CH:10][C:9]=1[CH2:18][O:19][CH3:20].CO.O.O.[OH-].[Li+]>C1COCC1>[F:1][C:2]1[CH:7]=[CH:6][CH:5]=[CH:4][C:3]=1[C:8]1[CH:13]=[CH:12][C:11]([C:14]([OH:16])=[O:15])=[CH:10][C:9]=1[CH2:18][O:19][CH3:20] |f:3.4.5|. Starting materials: ClCN1S(C2=C(C1=O)C(=CC(=C2)OC)C(C)C)(=O)=O (2-chloromethyl-4-isopropyl-6-methoxy-1,2-benzisothiazol-3(2H)-one 1,1-dioxide), O (water), C1(=CC=CC=C1)N1N=C(CC1=O)C(F)(F)F (2,4-dihydro-2-phenyl-5-trifluoromethyl-3H-pyrazol-3-one), C1(=CC=CC=C1)N1N=C(CC1=O)C(F)(F)F (2,4-dihydro-2-phenyl-5-trifluoromethyl-3H-pyrazol-3-one), [F-].[K+] (KF). Run in CN(C)C=O (DMF). Run at time 24 hour. Yields the product C(C)(C)C1=CC(=CC2=C1C(N(S2(=O)=O)COC2=CC(=NN2C2=CC=CC=C2)C(F)(F)F)=O)OC (4-isopropyl-6-methoxy-2-(1-phenyl-3-trifluoromethylpyrazol-5-yl-oxymethyl)-1,2-benzisothiazol-3(2H)-one 1,1-dioxide). Yield: 17.7%. Reaction SMILES: [C:1]1([N:7]2[C:11](=[O:12])[CH2:10][C:9]([C:13]([F:16])([F:15])[F:14])=[N:8]2)[CH:6]=[CH:5][CH:4]=[CH:3][CH:2]=1.[F-].[K+].Cl[CH2:20][N:21]1[C:25](=[O:26])[C:24]2[C:27]([CH:33]([CH3:35])[CH3:34])=[CH:28][C:29]([O:31][CH3:32])=[CH:30][C:23]=2[S:22]1(=[O:37])=[O:36].O>CN(C=O)C>[CH:33]([C:27]1[C:24]2[C:25](=[O:26])[N:21]([CH2:20][O:12][C:11]3[N:7]([C:1]4[CH:2]=[CH:3][CH:4]=[CH:5][CH:6]=4)[N:8]=[C:9]([C:13]([F:15])([F:16])[F:14])[CH:10]=3)[S:22](=[O:37])(=[O:36])[C:23]=2[CH:30]=[C:29]([O:31][CH3:32])[CH:28]=1)([CH3:35])[CH3:34] |f:1.2|. Reported procedure: To a solution of 2,4-dihydro-2-phenyl-5-trifluoromethyl-3H-pyrazol-3-one (Formula III: R1 =Ph; R2 =CF3 ; R3 =H) (1.12 g; 4.91 mmol) in DMF (25 ml) was added 280 mg (4.83 mmol) of KF followed by 2-chloromethyl-4-isopropyl-6-methoxy-1,2-benzisothiazol-3(2H)-one 1,1-dioxide (1 g, 3.3 mmol) and the resulting mixture was stirred at room temperature for 24 hours and then was poured into water. The above mixture was extracted with ethyl acetate and the organic layer was washed with water, dried, and co... Reactants: NNC(=O)C1=CC=C(C=C1)B(O)O (4-aminocarbamoylphenylboronic acid), I (hydroiodic acid), ClC1=NC=NC(=C1)Cl (4,6-dichloropyrimidine), chloro. Product: IC1=NC=NC(=C1)C1=CC=C(C=C1)C(=O)N (4-Iodo-6-(4-aminocarbonylphenyl)pyrimidine). As a reaction SMILES: N[NH:2][C:3]([C:5]1[CH:10]=[CH:9][C:8](B(O)O)=[CH:7][CH:6]=1)=[O:4].Cl[C:15]1[CH:20]=[C:19](Cl)[N:18]=[CH:17][N:16]=1.[IH:22]>>[I:22][C:15]1[CH:20]=[C:19]([C:8]2[CH:9]=[CH:10][C:5]([C:3]([NH2:2])=[O:4])=[CH:6][CH:7]=2)[N:18]=[CH:17][N:16]=1. Reported procedure: The compound was prepared according to Example 1 using 4-aminocarbamoylphenylboronic acid and 4,6-dichloropyrimidine. The resultant chloro compound was converted to iodo with hydroiodic acid as described in the general procedure. The reactants are Br, Br, Cc1ccc(NCCc2ccccc2)c(=O)n1CC(=O)O, Nc1nc2c(s1)CC(N)CC2. Product: Cc1ccc(NCCc2ccccc2)c(=O)n1CC(=O)NC1CCc2nc(N)sc2C1. RXN SMILES: [BrH:22].[BrH:23].[CH3:1][c:2]1[cH:3][cH:4][c:5]([NH:13][CH2:14][CH2:15][c:16]2[cH:17][cH:18][cH:19][cH:20][cH:21]2)[c:6](=[O:12])[n:7]1[CH2:8][C:9](=[O:10])[OH:11].[s:24]1[c:25]([NH2:34])[n:26][c:27]2[c:28]1[CH2:29][CH:30]([NH2:33])[CH2:31][CH2:32]2>>[CH3:1][c:2]1[cH:3][cH:4][c:5]([NH:13][CH2:14][CH2:15][c:16]2[cH:17][cH:18][cH:19][cH:20][cH:21]2)[c:6](=[O:12])[n:7]1[CH2:8][C:9](=[O:11])[NH:33][CH:30]1[CH2:29][c:28]2[s:24][c:25]([NH2:34])[n:26][c:27]2[CH2:32][CH2:31]1. Starting materials: C(C1=CC=CC=C1)OC=1C=C(C=C(C1OCC1=CC=CC=C1)[N+](=O)[O-])\C(\CC=1C(=NC=CC1)C(F)(F)F)=N/NC(=O)OCC ((Z)-ethyl 2-(1-(3,4-bis(benzyloxy)-5-nitrophenyl)-2-(2-(trifluoromethyl)pyridin-3-yl)ethylidene)hydrazinecarboxylate), S(=O)(Cl)Cl (thionyl chloride). Yields the product C(C1=CC=CC=C1)OC=1C=C(C=C(C1OCC1=CC=CC=C1)[N+](=O)[O-])C=1N=NSC1C=1C(=NC=CC1)C(F)(F)F (4-(3,4-bis(benzyloxy)-5-nitrophenyl)-5-(2-(trifluoromethyl)pyridin-3-yl)-1,2,3-thiadiazole). RXN SMILES: [CH2:1]([O:8][C:9]1[CH:10]=[C:11](/[C:26](=[N:38]\[NH:39]C(OCC)=O)/[CH2:27][C:28]2[C:29]([C:34]([F:37])([F:36])[F:35])=[N:30][CH:31]=[CH:32][CH:33]=2)[CH:12]=[C:13]([N+:23]([O-:25])=[O:24])[C:14]=1[O:15][CH2:16][C:17]1[CH:22]=[CH:21][CH:20]=[CH:19][CH:18]=1)[C:2]1[CH:7]=[CH:6][CH:5]=[CH:4][CH:3]=1.[S:45](Cl)(Cl)=O>>[CH2:1]([O:8][C:9]1[CH:10]=[C:11]([C:26]2[N:38]=[N:39][S:45][C:27]=2[C:28]2[C:29]([C:34]([F:37])([F:36])[F:35])=[N:30][CH:31]=[CH:32][CH:33]=2)[CH:12]=[C:13]([N+:23]([O-:25])=[O:24])[C:14]=1[O:15][CH2:16][C:17]1[CH:22]=[CH:21][CH:20]=[CH:19][CH:18]=1)[C:2]1[CH:7]=[CH:6][CH:5]=[CH:4][CH:3]=1. Procedure: A mixture of (Z)-ethyl 2-(1-(3,4-bis(benzyloxy)-5-nitrophenyl)-2-(2-(trifluoromethyl)pyridin-3-yl)ethylidene)hydrazinecarboxylate (0.388 g, 0.64 mmol), in thionyl chloride (2 mL) was refluxed until no more starting material was detected. Excess of solvent was removed and the residue was purified by chromatography over silica gel using a mixture of dichloromethane/ethanol as eluent. Homogeneous fractions were pooled and evaporated to afford 4-(3,4-bis(benzyloxy)-5-nitrophenyl)-5-(2-(trifluorometh... Starting materials: [H-].[Na+] (Sodium hydride), OC1=C(C=O)C(=CC(=C1)O)F (2,4-dihydroxy-6-fluorobenzaldehyde), ClCC1=CSC=C1 (3-chloromethylthiophene). The solvent is CN(C)C=O (DMF), CN(C)C=O (DMF). Run at temperature 0 celsius, time 30 minute. Product: FC1=CC(=CC(=C1C=O)O)OCC1=CSC=C1 (6-fluoro-2-hydroxy-4-(3-thienylmethoxy)benzaldehyde). The yield is 34.0%. As a reaction SMILES: [H-].[Na+].[OH:3][C:4]1[CH:11]=[C:10]([OH:12])[CH:9]=[C:8]([F:13])[C:5]=1[CH:6]=[O:7].Cl[CH2:15][C:16]1[CH:20]=[CH:19][S:18][CH:17]=1>CN(C=O)C>[F:13][C:8]1[C:5]([CH:6]=[O:7])=[C:4]([OH:3])[CH:11]=[C:10]([O:12][CH2:15][C:16]2[CH:20]=[CH:19][S:18][CH:17]=2)[CH:9]=1 |f:0.1|. Procedure details: Sodium hydride (0.52 g, 60% dispersion in mineral oil) is added portionwise over 30 minutes to a solution of 2,4-dihydroxy-6-fluorobenzaldehyde (2 g) in DMF (50 mL) at 0° C. The mixture is stirred at 0° C. for 30 minutes then a solution of 3-chloromethylthiophene (1.72 g) in DMF (50 mL) is added and the mixtured stirred at 60° C. for 16 hours. The reaction is concentrated in vacuo and the residue partitioned between diethyl ether (50 mL) and water (50 mL). The aqueous phase is extracted four tim... Reactants: N[C@@H](CC(C)C)C(=O)O (L-Leucine), Cl (HCl), [OH-].[Na+] (NaOH), O(C(=O)OC(C)(C)C)C(=O)OC(C)(C)C ((BOC)2O). The product is C(=O)(OC(C)(C)C)N[C@@H](CC(C)C)C(=O)O (Boc-L-Leucine). As a reaction SMILES: [NH2:1][C@H:2]([C:7]([OH:9])=[O:8])[CH2:3][CH:4]([CH3:6])[CH3:5].[OH-].[Na+].[O:12](C(OC(C)(C)C)=O)[C:13]([O:15][C:16]([CH3:19])([CH3:18])[CH3:17])=O.Cl>C1COCC1>[C:13]([NH:1][C@H:2]([C:7]([OH:9])=[O:8])[CH2:3][CH:4]([CH3:6])[CH3:5])([O:15][C:16]([CH3:19])([CH3:18])[CH3:17])=[O:12] |f:1.2|. Reported procedure: 19.7 g (0.15 mole) L-Leucine 4 was suspended in 200 mlH2O and 6.75 g (0.17 mole) NaOH was added. The clear solution was cooled to <10° C. and a solution of 36 g (0.165 mole) (BOC)2O in 100 ml THF was added dropwise keeping T<10° C. (30 minutes). After stirring for 4 hours at room temperature the mixture was acidified to pH2 by adding 1N HCl. The mixture was extracted with EtOAc (250, 100 and 100 ml), the combined organic layers were dried on Na2SO4 and evaporated, yielding 40 g (>100%) 5 as a co... Conditions: time 4 hour. The solvent is C1CCOC1 (THF). The yield is 115.3%.